Task: describe an organic reaction: reactants, conditions, products, and yield. Dataset: the Open Reaction Database (ORD), a public repository of structured organic reaction records Reactants: [Br-], C1CCOC1, Cc1ccccc1, CCOC(C)=O, C[Mg+], [Cl-], [NH4+], COC(=O)c1ccc(C(=O)Sc2ccccn2)cc1, c1cc[nH]c1. Yields the product COC(=O)c1ccc(C(=O)c2ccc[nH]2)cc1. RXN SMILES: [Br-:6].[CH2:37]1[O:38][CH2:39][CH2:40][CH2:41]1.[CH3:30][c:31]1[cH:32][cH:33][cH:34][cH:35][cH:36]1.[CH3:42][CH2:43][O:44][C:45](=[O:46])[CH3:47].[CH3:7][Mg+:8].[Cl-:28].[NH4+:29].[n:9]1[cH:10][cH:11][cH:12][cH:13][c:14]1[S:15][C:16](=[O:17])[c:18]1[cH:19][cH:20][c:21]([C:22](=[O:23])[O:24][CH3:25])[cH:26][cH:27]1.[nH:1]1[cH:2][cH:3][cH:4][cH:5]1>>[nH:1]1[c:2]([C:16](=[O:17])[c:18]2[cH:19][cH:20][c:21]([C:22](=[O:23])[O:24][CH3:25])[cH:26][cH:27]2)[cH:3][cH:4][cH:5]1. The reactants are ClC=1C=C(C(=C2C(CCSC12)=O)C)C(=O)OCC (8-chloro-6-ethoxycarbonyl-5-methylthiochroman-4-one), [BH4-].[Na+] (sodium borohydride), Cl (hydrochloric acid). Run in C(C)O (ethanol), ClCCl (dichloromethane). Run at time 30 minute. The product is ClC=1C=C(C(=C2C(CCSC12)O)C)C(=O)OCC (8-chloro-6-ethoxycarbonyl-5-methylthiochroman-4-ol). The yield is 97.3%. RXN SMILES: [Cl:1][C:2]1[CH:3]=[C:4]([C:14]([O:16][CH2:17][CH3:18])=[O:15])[C:5]([CH3:13])=[C:6]2[C:11]=1[S:10][CH2:9][CH2:8][C:7]2=[O:12].[BH4-].[Na+].Cl>C(O)C.ClCCl>[Cl:1][C:2]1[CH:3]=[C:4]([C:14]([O:16][CH2:17][CH3:18])=[O:15])[C:5]([CH3:13])=[C:6]2[C:11]=1[S:10][CH2:9][CH2:8][CH:7]2[OH:12] |f:1.2|. Procedure details: 88.4 g (311 mmol) of the 8-chloro-6-ethoxycarbonyl-5-methylthiochroman-4-one obtained in the above step (5) was dissolved in 200 ml of ethanol, and further dissolved in 200 ml of dichloromethane. This solution was cooled to 5~10° C., and 5.9 g (155 mmol) of sodium borohydride was added. The reaction mixture was stirred at the above temperature for 30 minutes, and further stirred at room temperature for 3 hours. Then, the reaction mixture was poured into 400 ml of a 5% hydrochloric acid aqueous s... Reactants: CCOC(=O)C=P(c1ccccc1)(c1ccccc1)c1ccccc1, C[SiH](C)OC(c1cccc(C=O)n1)C(C)(C)C, CN(C)C=O. Product: CCOC(=O)C=Cc1cccc(C(O[SiH](C)C)C(C)(C)C)n1. As a reaction SMILES: [C:18](=[O:19])([O:20][CH2:21][CH3:22])[CH:23]=[P:24]([c:25]1[cH:26][cH:27][cH:28][cH:29][cH:30]1)([c:31]1[cH:32][cH:33][cH:34][cH:35][cH:36]1)[c:37]1[cH:38][cH:39][cH:40][cH:41][cH:42]1.[C:1]([CH3:2])([CH3:3])([CH3:4])[CH:5]([c:6]1[cH:7][cH:8][cH:9][c:10]([CH:12]=[O:13])[n:11]1)[O:14][SiH:15]([CH3:16])[CH3:17].[O:43]=[CH:44][N:45]([CH3:46])[CH3:47]>>[C:1]([CH3:2])([CH3:3])([CH3:4])[CH:5]([c:6]1[cH:7][cH:8][cH:9][c:10]([CH:12]=[CH:23][C:18](=[O:19])[O:20][CH2:21][CH3:22])[n:11]1)[O:14][SiH:15]([CH3:16])[CH3:17]. Starting materials: oil, ClCCOC1=CC=CC=C1 (1-chloro-2-phenoxyethane), [H-].[Na+] (sodium hydride), ClC1=CC=C(CC#N)C=C1 (4-chlorobenzyl cyanide). Solvent: CN(C)C=O (DMF). Reaction conditions: time 1 hour. Yields the product ClC1=CC=C(C=C1)C(C#N)CCOC1=CC=CC=C1 (2-(4-chlorophenyl)-4-phenoxybutanenitrile). Yield: 96.0%. Reaction SMILES: [H-].[Na+].[Cl:3][C:4]1[CH:12]=[CH:11][C:7]([CH2:8][C:9]#[N:10])=[CH:6][CH:5]=1.Cl[CH2:14][CH2:15][O:16][C:17]1[CH:22]=[CH:21][CH:20]=[CH:19][CH:18]=1>CN(C=O)C>[Cl:3][C:4]1[CH:12]=[CH:11][C:7]([CH:8]([CH2:14][CH2:15][O:16][C:17]2[CH:22]=[CH:21][CH:20]=[CH:19][CH:18]=2)[C:9]#[N:10])=[CH:6][CH:5]=1 |f:0.1|. Reported procedure: To a flask was added 7.2 g. (0.150 mole) of a 50% oil dispersion of sodium hydride. After washing the sodium hydride several times with hexane to remove the mineral oil, 18.9 g. (0.125 mole) of 4-chlorobenzyl cyanide in 50 ml of dry DMF was added dropwise at 0° C. Upon completion of the addition, the reaction was stirred for one hour while warming to room temperature, then 20.0 g. (0.128 mole) of 1-chloro-2-phenoxyethane was added dropwise at 15° C. over a 30 minute period. The stirred reaction ... Reactants: CCO, Clc1ccc(Cl)nn1, [Na+], O=C([O-])O, c1ccc(N2CCNCC2)nc1. The product is Clc1ccc(N2CCN(c3ccccn3)CC2)nn1. Reaction SMILES: [CH3:26][CH2:27][OH:28].[Cl:1][c:2]1[n:3][n:4][c:5]([Cl:8])[cH:6][cH:7]1.[Na+:21].[OH:22][C:23](=[O:24])[O-:25].[n:9]1[c:10]([N:15]2[CH2:16][CH2:17][NH:18][CH2:19][CH2:20]2)[cH:11][cH:12][cH:13][cH:14]1>>[Cl:1][c:2]1[n:3][n:4][c:5]([N:18]2[CH2:17][CH2:16][N:15]([c:10]3[n:9][cH:14][cH:13][cH:12][cH:11]3)[CH2:20][CH2:19]2)[cH:6][cH:7]1.